This data is from the Open Reaction Database (ORD), a public repository of structured organic reaction records. The task is: describe an organic reaction: reactants, conditions, products, and yield Reported procedure: According to the procedure of Example 1, except substituting (E)-3-(7-oxo-5,6,7,8-tetrahydro-[1,8]naphthyridin-3-yl)acrylic acid hydrochloride for the (E)-3-(4-methyl-2-oxo-2,3,4,5-tetrahydro-1H-pyrido[2,3-e][1,4]diazepin-7-yl)acrylic acid hydrochloride, and substituting (2-ethoxy-3-methoxy-benzyl)methylamine for the methyl-(1-propyl-naphthalen-2-ylmethyl)amine, the title compound (429 mg, 88%) was prepared as an off-white solid and as a mixture of amide rotamers: 1H NMR (300 MHz, DMSO-d6) δ 10.... Isolated yield 88.0%. RXN SMILES: [ClH:1].[O:2]=[C:3]1[NH:12][C:11]2[N:10]=[CH:9][C:8](/[CH:13]=[CH:14]/[C:15]([OH:17])=O)=[CH:7][C:6]=2[CH2:5][CH2:4]1.Cl.[CH3:19][N:20]1CC2C=C(/C=C/C(O)=O)C=NC=2NC(=O)C1.[CH2:37]([O:39][C:40]1[C:48]([O:49][CH3:50])=[CH:47][CH:46]=[CH:45][C:41]=1[CH2:42]CN)[CH3:38].CNCC1C=CC2C(=CC=CC=2)C=1CCC>>[ClH:1].[CH2:37]([O:39][C:40]1[C:48]([O:49][CH3:50])=[CH:47][CH:46]=[CH:45][C:41]=1[CH2:42][N:20]([CH3:19])[C:15](=[O:17])/[CH:14]=[CH:13]/[C:8]1[CH:9]=[N:10][C:11]2[NH:12][C:3](=[O:2])[CH2:4][CH2:5][C:6]=2[CH:7]=1)[CH3:38] |f:0.1,2.3,6.7|. Product: Cl.C(C)OC1=C(CN(C(\C=C\C=2C=NC=3NC(CCC3C2)=O)=O)C)C=CC=C1OC ((E)-N-(2-Ethoxy-3-methoxy-benzyl)-N-methyl-3-(7-oxo-5,6,7,8-tetrahydro-[1,8]naphthyridin-3-yl)acrylamide hydrochloride). The reactants are Cl.O=C1CCC=2C=C(C=NC2N1)/C=C/C(=O)O ((E)-3-(7-oxo-5,6,7,8-tetrahydro-[1,8]naphthyridin-3-yl)acrylic acid hydrochloride), amide, CNCC1=C(C2=CC=CC=C2C=C1)CCC (methyl-(1-propyl-naphthalen-2-ylmethyl)amine), Cl.CN1CC(NC2=C(C1)C=C(C=N2)/C=C/C(=O)O)=O ((E)-3-(4-methyl-2-oxo-2,3,4,5-tetrahydro-1H-pyrido[2,3-e][1,4]diazepin-7-yl)acrylic acid hydrochloride), C(C)OC1=C(CCN)C=CC=C1OC ((2-ethoxy-3-methoxy-benzyl)methylamine). Reactants: C1NC(CC=2C3=CC=CC=C3NC12)C(=O)O ((3RS)-1,2,3,4-tetrahydro-β-carboline-3-carboxylic acid), C(C=CC1=CC=CC=C1)Br (cinnamyl bromide), [OH-].[Na+] (NaOH), C(=S)=S (carbon disulfide). Run in CS(=O)C (dimethylsulfoxide). The product is C(C=CC1=CC=CC=C1)SC(=S)N1CC=2NC3=CC=CC=C3C2CC1C(=O)O ((3RS)-2-[(Cinnamylthio)thiocarbonyl]-1,2,3,4-tetrahydro-β-carboline-3-carboxylic acid). Isolated yield 32.8%. As a reaction SMILES: [CH2:1]1[C:13]2[NH:12][C:11]3[C:6](=[CH:7][CH:8]=[CH:9][CH:10]=3)[C:5]=2[CH2:4][CH:3]([C:14]([OH:16])=[O:15])[NH:2]1.[OH-].[Na+].[C:19](=[S:21])=[S:20].[CH2:22](Br)[CH:23]=[CH:24][C:25]1[CH:30]=[CH:29][CH:28]=[CH:27][CH:26]=1>CS(C)=O>[CH2:22]([S:20][C:19]([N:2]1[CH:3]([C:14]([OH:16])=[O:15])[CH2:4][C:5]2[C:6]3[C:11](=[CH:10][CH:9]=[CH:8][CH:7]=3)[NH:12][C:13]=2[CH2:1]1)=[S:21])[CH:23]=[CH:24][C:25]1[CH:30]=[CH:29][CH:28]=[CH:27][CH:26]=1 |f:1.2|. Procedure: In the same manner as descsribed in Example 32, (3RS)-1,2,3,4-tetrahydro-β-carboline-3-carboxylic acid (2.16 g), 10N NaOH (2 ml), carbon disulfide (912 mg), dimethylsulfoxide (6 ml) and cinnamyl bromide (2.364 g) are reacted and treated. The product is crystallized from ethanol to give the title compound (1.34 g), m.p. 200°-202° C.